From a dataset of the Open Reaction Database (ORD), a public repository of structured organic reaction records. describe an organic reaction: reactants, conditions, products, and yield The reactants are COC(=O)C=1N=C(C2=CC(=CC=C2C1O)OC1=CC=CC=C1)C#N (1-Cyano-4-hydroxy-7-phenoxy-isoquinoline-3-carboxylic acid methyl ester), Cl (hydrochloric acid), N[C@@H](CC(=O)O)C (3-(R)-amino-butyric acid), C[O-].[Na+] (Sodium methoxide). Solvent: ClCCl (dichloromethane), CN(C=O)C (N,N-dimethylformamide), O (water). Conditions: temperature 140 celsius. The product is C(#N)C1=NC(=C(C2=CC=C(C=C12)OC1=CC=CC=C1)O)C(=O)N[C@@H](CC(=O)O)C (3-(R)-[(1-Cyano-4-hydroxy-7-phenoxy-isoquinoline-3-carbonyl)-amino]-butyric acid). The yield is 75.0%. RXN SMILES: CO[C:3]([C:5]1[N:6]=[C:7]([C:23]#[N:24])[C:8]2[C:13]([C:14]=1[OH:15])=[CH:12][CH:11]=[C:10]([O:16][C:17]1[CH:22]=[CH:21][CH:20]=[CH:19][CH:18]=1)[CH:9]=2)=[O:4].[NH2:25][C@H:26]([CH3:31])[CH2:27][C:28]([OH:30])=[O:29].C[O-].[Na+].Cl>CN(C)C=O.O.ClCCl>[C:23]([C:7]1[C:8]2[C:13](=[CH:12][CH:11]=[C:10]([O:16][C:17]3[CH:22]=[CH:21][CH:20]=[CH:19][CH:18]=3)[CH:9]=2)[C:14]([OH:15])=[C:5]([C:3]([NH:25][C@H:26]([CH3:31])[CH2:27][C:28]([OH:30])=[O:29])=[O:4])[N:6]=1)#[N:24] |f:2.3|. Procedure details: 1-Cyano-4-hydroxy-7-phenoxy-isoquinoline-3-carboxylic acid methyl ester (75 mg, 0.234 mmol) and 3-(R)-amino-butyric acid (103 mg, 1.0 mmol) were placed in a CEM 10 mL Microwave vessel and dissolved in anhydrous N,N-dimethylformamide (2 mL.) Sodium methoxide (54 mg, 1.0 mmol) was added to solution and the vessel was sealed. The reaction was heated to 140° C. in a CEM microwave apparatus for four hours. Upon completion, the reaction mixture was diluted with water and treated with 1N hydrochloric a... The reactants are C12(CC3CC(CC(C1)C3)C2)CO (adamantan-1-ylmethanol), FC(C1CCC(CC1)O)(F)F (4-(trifluoromethyl)cyclohexanol), ClC=1C(=CC(=C(C(=O)NS(=O)(=O)C)C1)F)F (5-chloro-2,4-difluoro-N-(methylsulfonyl)benzamide), ClC=1C(=CC(=C(C(=O)NS(N(C)C)(=O)=O)C1)F)F (5-chloro-N—(N,N-dimethylsulfamoyl)-2,4-difluorobenzamide). The product is ClC=1C(=CC(=C(C(=O)NS(N(C)C)(=O)=O)C1)F)O[C@@H]1CC[C@@H](CC1)C(F)(F)F (cis-5-chloro-N—(N,N-dimethylsulfamoyl)-2-fluoro-4-((4-(trifluoromethyl)-cyclohexyl)oxy)benzamide), solid. The yield is 19.0%. RXN SMILES: ClC1C(F)=CC(F)=C(C=1)C(NS(C)(=O)=O)=O.[Cl:17][C:18]1[C:19](F)=[CH:20][C:21]([F:33])=[C:22]([CH:32]=1)[C:23]([NH:25][S:26](=[O:31])(=[O:30])[N:27]([CH3:29])[CH3:28])=[O:24].C12(CO)CC3CC(CC(C3)C1)C2.[F:47][C:48]([F:57])([F:56])[CH:49]1[CH2:54][CH2:53][CH:52]([OH:55])[CH2:51][CH2:50]1>>[Cl:17][C:18]1[C:19]([O:55][C@H:52]2[CH2:53][CH2:54][C@@H:49]([C:48]([F:47])([F:56])[F:57])[CH2:50][CH2:51]2)=[CH:20][C:21]([F:33])=[C:22]([CH:32]=1)[C:23]([NH:25][S:26](=[O:31])(=[O:30])[N:27]([CH3:29])[CH3:28])=[O:24]. Procedure: Following the procedure as described in Example 8 and making variations as required to replace 5-chloro-2,4-difluoro-N-(methylsulfonyl)benzamide with 5-chloro-N—(N,N-dimethylsulfamoyl)-2,4-difluorobenzamide and adamantan-1-ylmethanol with 4-(trifluoromethyl)cyclohexanol, the title compound was obtained as a colorless solid (0.02 g, 19%): 1H NMR (300 MHz, DMSO-d6) δ 11.75 (s, 1H), 7.75 (d, J=7.5 Hz, 1H), 7.35 (d, J=12.5 Hz, 1H), 4.94 (s, 1H), 2.87 (s, 6H), 2.46-2.35 (m, 1H), 2.03-1.93 (m, 2H), 1.... Reactants: O=C(CCCCCC(=O)OCC1=CC=CC=C1)C (benzyl 7-oxooctanoate), CN(C)P(N(C)C)N(C)C (Tris(dimethylamino)phosphine), BrC(F)(F)Br (dibromodifluoromethane). Run in COCCOCCOC (diglyme), COCCOCCOC (diglyme), COCCOCCOC (diglyme). Run at time 1 hour. Yields the product FC(=C(CCCCCC(=O)OCC1=CC=CC=C1)C)F (Benzyl 8,8-difluoro-7-methyl-7-octenoate). Reaction SMILES: CN(P(N(C)C)N(C)C)C.Br[C:12](Br)([F:14])[F:13].O=[C:17]([CH3:33])[CH2:18][CH2:19][CH2:20][CH2:21][CH2:22][C:23]([O:25][CH2:26][C:27]1[CH:32]=[CH:31][CH:30]=[CH:29][CH:28]=1)=[O:24]>COCCOCCOC>[F:13][C:12]([F:14])=[C:17]([CH3:33])[CH2:18][CH2:19][CH2:20][CH2:21][CH2:22][C:23]([O:25][CH2:26][C:27]1[CH:28]=[CH:29][CH:30]=[CH:31][CH:32]=1)=[O:24]. Reported procedure: 123 ml (0.68 mol) Tris(dimethylamino)phosphine in 100 ml diglyme was added slowly dropwise to a solution of 26.3 ml (0.34 mol) dibromodifluoromethane in 800 ml diglyme. After stirring for one hour on an ice bath, 43 g (0.17 mol}benzyl 7-oxooctanoate in 100 ml diglyme was slowly added dropwise. The ice bath was removed and the reaction mixture stirred for 40 minutes at room temperature, poured into 1 liter ice-water and extracted with ether. The ether phase was washed twice with water, dried over... Run in C(C)#N (acetonitrile). Yields the product C1(=CC=CC=C1)C(N1C=NC(=C1)CN1C[C@H](N(CC2=C1C=CC(=C2)C#N)S(=O)(=O)C)CC2=CC=CC=C2)(C2=CC=CC=C2)C2=CC=CC=C2 ((R)-2,3,4,5-Tetrahydro-1-(1-(triphenylmethyl)-imidazol-4-ylmethyl)-4-(methylsulfonyl)-3-(phenylmethyl)-1H-1,4-benzodiazepine-7-carbonitrile). Conditions: time 8 hour. Reported procedure: To a solution of 1.2 g (2.85 mmol) of the free base of Example 225 in 20 ml of acetonitrile, at rt and under argon, was added 1.2 ml (8.55 mmol) of TEA, followed by 1.2 g (4.3 mmol) of triphenylmethyl chloride. Stirring was continued overnight. The resulting cloudy solution was evaporated to dryness and the residue subjected to flash chromatography on a 100 cc column of silica gel (50% ethyl acetate-hexane) to afford 1.2 g (64%) of Cmpd A as a viscous white foam. As a reaction SMILES: Cl.[NH:2]1[CH:6]=[C:5]([CH2:7][N:8]2[C:14]3[CH:15]=[CH:16][C:17]([C:19]#[N:20])=[CH:18][C:13]=3[CH2:12][N:11]([S:21]([CH3:24])(=[O:23])=[O:22])[C@H:10]([CH2:25][C:26]3[CH:31]=[CH:30][CH:29]=[CH:28][CH:27]=3)[CH2:9]2)[N:4]=[CH:3]1.[C:32]1([C:38](Cl)([C:45]2[CH:50]=[CH:49][CH:48]=[CH:47][CH:46]=2)[C:39]2[CH:44]=[CH:43][CH:42]=[CH:41][CH:40]=2)[CH:37]=[CH:36][CH:35]=[CH:34][CH:33]=1>C(#N)C>[C:32]1([C:38]([C:39]2[CH:40]=[CH:41][CH:42]=[CH:43][CH:44]=2)([C:45]2[CH:46]=[CH:47][CH:48]=[CH:49][CH:50]=2)[N:2]2[CH:6]=[C:5]([CH2:7][N:8]3[C:14]4[CH:15]=[CH:16][C:17]([C:19]#[N:20])=[CH:18][C:13]=4[CH2:12][N:11]([S:21]([CH3:24])(=[O:22])=[O:23])[C@H:10]([CH2:25][C:26]4[CH:27]=[CH:28][CH:29]=[CH:30][CH:31]=4)[CH2:9]3)[N:4]=[CH:3]2)[CH:33]=[CH:34][CH:35]=[CH:36][CH:37]=1 |f:0.1|. Starting materials: Cl.N1C=NC(=C1)CN1C[C@H](N(CC2=C1C=CC(=C2)C#N)S(=O)(=O)C)CC2=CC=CC=C2 ((R)-2,3,4,5-Tetrahydro-1-(1H-imidazol-4-ylmethyl)-4-(methylsulfonyl)-3-(phenylmethyl)-1H-1,4-benzodiazepine-7-carbonitrile, monohydrochloride), TEA, C1(=CC=CC=C1)C(C1=CC=CC=C1)(C1=CC=CC=C1)Cl (triphenylmethyl chloride).